This data is from the Open Reaction Database (ORD), a public repository of structured organic reaction records. The task is: describe an organic reaction: reactants, conditions, products, and yield Starting materials: CCN=C=NCCCN(C)C (WSC), O (Water), N1=C(C=CC=C1)C=C1CCN(CC1)C(=O)NC=1SC(=CN1)C1=CC=C(C(=O)O)C=C1 (4-(2-(4-(pyridin-2-ylmethylene)piperidine-1-carboxamido)thiazol-5-yl)benzoic acid), CS(=O)(=O)N (Methanesulfonamide). Reagents/catalysts: CN(C)C1=CC=NC=C1 (DMAP), CN(C)C1=CC=NC=C1 (N,N-dimethyl-4-aminopyridine). Solvent: CN(C)C=O (DMF). Reaction conditions: time 10 minute. Yields the product CS(=O)(=O)NC(=O)C1=CC=C(C=C1)C1=CN=C(S1)NC(=O)N1CCC(CC1)=CC1=NC=CC=C1 (N-(5-(4-(methylsulfonylcarbamoyl)phenyl)thiazol-2-yl)-4-(pyridin-2-ylmethylene)piperidine-1-carboxamide). The yield is 12.7%. Reaction SMILES: [N:1]1[CH:6]=[CH:5][CH:4]=[CH:3][C:2]=1[CH:7]=[C:8]1[CH2:13][CH2:12][N:11]([C:14]([NH:16][C:17]2[S:18][C:19]([C:22]3[CH:30]=[CH:29][C:25]([C:26]([OH:28])=O)=[CH:24][CH:23]=3)=[CH:20][N:21]=2)=[O:15])[CH2:10][CH2:9]1.CCN=C=NCCCN(C)C.[CH3:42][S:43]([NH2:46])(=[O:45])=[O:44].O>CN(C=O)C.CN(C1C=CN=CC=1)C>[CH3:42][S:43]([NH:46][C:26]([C:25]1[CH:29]=[CH:30][C:22]([C:19]2[S:18][C:17]([NH:16][C:14]([N:11]3[CH2:12][CH2:13][C:8](=[CH:7][C:2]4[CH:3]=[CH:4][CH:5]=[CH:6][N:1]=4)[CH2:9][CH2:10]3)=[O:15])=[N:21][CH:20]=2)=[CH:23][CH:24]=1)=[O:28])(=[O:45])=[O:44]. Procedure details: The compound (100 mg, 238 μmol) obtained in Example 20 was dissolved in DMF (4 mL), and N,N-dimethyl-4-aminopyridine (hereinafter referred to as DMAP) (6.0 mg, 48 μmol) and WSC (50 mg, 262 μmol) were added thereto, followed by stirring at room temperature for 10 minutes. Methanesulfonamide (34 mg, 357 μmol) was added to the resulting mixture, followed by stirring at room temperature for 16 hours. Water was added to the resulting mixture, and after extraction with methanol:chloroform (1:10), the ...